Task: describe an organic reaction: reactants, conditions, products, and yield. Dataset: the Open Reaction Database (ORD), a public repository of structured organic reaction records Starting materials: C(C)(C)[Si](N1C=CC=C1)(C(C)C)C(C)C (1-triisoproylsilyl-pyrrole), BrNC(CCC(=O)N)=O (N-bromosuccinamide). Run in C1CCOC1 (THF). Conditions: temperature -78 celsius, time 3 hour. Product: BrC1=CN(C=C1)[Si](C(C)C)(C(C)C)C(C)C (3-bromo-1-triisopropylsilyl-pyrrole). Isolated yield 58.6%. RXN SMILES: [CH:1]([Si:4]([CH:13]([CH3:15])[CH3:14])([CH:10]([CH3:12])[CH3:11])[N:5]1[CH:9]=[CH:8][CH:7]=[CH:6]1)([CH3:3])[CH3:2].[Br:16]NC(=O)CCC(N)=O>C1COCC1>[Br:16][C:7]1[CH:8]=[CH:9][N:5]([Si:4]([CH:1]([CH3:3])[CH3:2])([CH:10]([CH3:12])[CH3:11])[CH:13]([CH3:15])[CH3:14])[CH:6]=1. Procedure: To a solution of 1-triisoproylsilyl-pyrrole (13.2 g, 0.059 mol) in 250 mL of THF at -78° C. was added 10.45 g (0.0587 mol) of N-bromosuccinamide (NBS), and the mixture was stirred at -78° C. for 3 h. The reaction mixture was warmed to room temperature and concentrated in vacuo, and the resulting residue in hexane was stirred overnight. The hexane solution was filtered through alumina eluting with hexane, the eluate was concentrated in vacuo, and the residue was distilled (b.p. 107°-108° C./0.2 m... Starting materials: CCOC(=O)c1ccc(Nc2nc(NCc3ccc(OCCCCCCNC(=O)OC(C)(C)C)cc3)nc(OCC(F)(F)F)n2)cc1, CC(C)=O, Cl, [K+], [K+], O=C([O-])[O-]. The product is CC(C)(C)OC(=O)NCCCCCCOc1ccc(CNc2nc(Nc3ccc(C(=O)O)cc3)nc(OCC(F)(F)F)n2)cc1. RXN SMILES: [C:1]([CH3:2])([CH3:3])([CH3:4])[O:5][C:6](=[O:7])[NH:8][CH2:9][CH2:10][CH2:11][CH2:12][CH2:13][CH2:14][O:15][c:16]1[cH:17][cH:18][c:19]([CH2:20][NH:21][c:22]2[n:23][c:24]([NH:34][c:35]3[cH:36][cH:37][c:38]([C:39](=[O:40])[O:41][CH2:42][CH3:43])[cH:44][cH:45]3)[n:25][c:26]([O:28][CH2:29][C:30]([F:31])([F:32])[F:33])[n:27]2)[cH:46][cH:47]1.[CH3:55][C:56](=[O:57])[CH3:58].[ClH:54].[K+:48].[K+:49].[O-:50][C:51]([O-:52])=[O:53]>>[C:1]([CH3:2])([CH3:3])([CH3:4])[O:5][C:6](=[O:7])[NH:8][CH2:9][CH2:10][CH2:11][CH2:12][CH2:13][CH2:14][O:15][c:16]1[cH:17][cH:18][c:19]([CH2:20][NH:21][c:22]2[n:23][c:24]([NH:34][c:35]3[cH:36][cH:37][c:38]([C:39](=[O:40])[OH:41])[cH:44][cH:45]3)[n:25][c:26]([O:28][CH2:29][C:30]([F:31])([F:32])[F:33])[n:27]2)[cH:46][cH:47]1. Starting materials: BrC1=C(C=C(C=C1)Cl)C1(OCCO1)C (2-(2-bromo-5-chlorophenyl)-2-methyl-1,3-dioxolane), NC=1C=C2[C@H]3[C@@H](N4C2=C(C1)CSCC4)CCN(C3)C(=O)OC(C)(C)C (tert-butyl (7bR,11aS)-6-amino-1,2,7b,10,11,11a-hexahydro-4H-pyrido[4,3-b][1,4]thiazepino[6,5,4-hi]indole-9(8H)-carboxylate). Product: C1CSCC=2C=C(C=C3[C@H]4[C@@H](N1C23)CCNC4)NC4=C(C=C(C=C4)Cl)C(C)=O (1-{2-[(7bR,11aS)1,2,7b,8,9,10,11,11a-octahydro-4H-pyrido[4,3-b][1,4]thiazepino[6,5,4-hi]indol-6-ylamino]-5-chlorophenyl}ethanone). RXN SMILES: Br[C:2]1[CH:7]=[CH:6][C:5]([Cl:8])=[CH:4][C:3]=1[C:9]1([CH3:14])[O:13]CCO1.[NH2:15][C:16]1[CH:17]=[C:18]2[C:22]3=[C:23]([CH2:25][S:26][CH2:27][CH2:28][N:21]3[C@H:20]3[CH2:29][CH2:30][N:31](C(OC(C)(C)C)=O)[CH2:32][C@@H:19]23)[CH:24]=1>>[CH2:28]1[N:21]2[C:22]3[C:18]([C@@H:19]4[CH2:32][NH:31][CH2:30][CH2:29][C@@H:20]42)=[CH:17][C:16]([NH:15][C:2]2[CH:7]=[CH:6][C:5]([Cl:8])=[CH:4][C:3]=2[C:9](=[O:13])[CH3:14])=[CH:24][C:23]=3[CH2:25][S:26][CH2:27]1. Reported procedure: Using 2-(2-bromo-5-chlorophenyl)-2-methyl-1,3-dioxolane and following the procedures described in EXAMPLE 116, tert-butyl (7bR,11aS)-6-amino-1,2,7b,10,11,11a-hexahydro-4H-pyrido[4,3-b][1,4]thiazepino[6,5,4-hi]indole-9(8H)-carboxylate from EXAMPLE 33, Part B was converted into the title compound of EXAMPLE 150. 1H NMR (CDCl3) δ: 10.26 (s, 1H), 7.72 (d, 1H, J=2.2 Hz), 7.20 (dd, 1H, J=9.2, 2.6 Hz), 6.96 (d, 1H, J=9.2 Hz), 6.84 (d, 1H, J=1.8 Hz), 6.77 (d, 1H, J=1.9 Hz), 6.87 (s, 1H), 3.74 (ABq, 2H, ... Starting materials: NC1=C(C=C(C=C1C(F)(F)F)C[C@H](C(=O)N1CCN(CC1)C1CCN(CC1)CC(=O)OCC)OC(=O)N1CCC(CC1)N1C(NC2=C(CC1)C=CC=C2)=O)Cl (ethyl 4-[4-[(2R)-3-[4-amino-3-chloro-5-(trifluoromethyl)phenyl]-1-oxo-2-[[[4-(1,2,4,5-tetrahydro-2-oxo-3H-1,3-benzodiazepin-3-yl)-1-piperidinyl]carbonyl]oxy]propyl]-1-piperazinyl]-piperidine-1-acetate), Cl (hydrochloric acid). Run in O1CCCC1 (tetrahydrofuran). Conditions: temperature 80 celsius, time 30 minute. Product: Cl.NC1=C(C=C(C=C1C(F)(F)F)C[C@H](C(=O)N1CCN(CC1)C1CCN(CC1)CC(=O)OCC)OC(=O)N1CCC(CC1)N1C(NC2=C(CC1)C=CC=C2)=O)Cl (Ethyl 4-[4-[(2R)-3-[4-amino-3-chloro-5-(trifluoromethyl)phenyl]-1-oxo-2-[[[4-(1,2,4,5-tetrahydro-2-oxo-3H-1,3-benzodiazepin-3-yl)-1-piperidinyl]carbonyl]oxy]-propyl]-1-piperazinyl]-piperidine-1-acetate Hydrochloride). As a reaction SMILES: [NH2:1][C:2]1[C:7]([C:8]([F:11])([F:10])[F:9])=[CH:6][C:5]([CH2:12][C@@H:13]([O:34][C:35]([N:37]2[CH2:42][CH2:41][CH:40]([N:43]3[CH2:49][CH2:48][C:47]4[CH:50]=[CH:51][CH:52]=[CH:53][C:46]=4[NH:45][C:44]3=[O:54])[CH2:39][CH2:38]2)=[O:36])[C:14]([N:16]2[CH2:21][CH2:20][N:19]([CH:22]3[CH2:27][CH2:26][N:25]([CH2:28][C:29]([O:31][CH2:32][CH3:33])=[O:30])[CH2:24][CH2:23]3)[CH2:18][CH2:17]2)=[O:15])=[CH:4][C:3]=1[Cl:55].Cl>O1CCCC1>[ClH:55].[NH2:1][C:2]1[C:7]([C:8]([F:9])([F:11])[F:10])=[CH:6][C:5]([CH2:12][C@@H:13]([O:34][C:35]([N:37]2[CH2:38][CH2:39][CH:40]([N:43]3[CH2:49][CH2:48][C:47]4[CH:50]=[CH:51][CH:52]=[CH:53][C:46]=4[NH:45][C:44]3=[O:54])[CH2:41][CH2:42]2)=[O:36])[C:14]([N:16]2[CH2:17][CH2:18][N:19]([CH:22]3[CH2:23][CH2:24][N:25]([CH2:28][C:29]([O:31][CH2:32][CH3:33])=[O:30])[CH2:26][CH2:27]3)[CH2:20][CH2:21]2)=[O:15])=[CH:4][C:3]=1[Cl:55] |f:3.4|. Reported procedure: 250 mg ethyl 4-[4-[(2R)-3-[4-amino-3-chloro-5-(trifluoromethyl)phenyl]-1-oxo-2-[[[4-(1,2,4,5-tetrahydro-2-oxo-3H-1,3-benzodiazepin-3-yl)-1-piperidinyl]carbonyl]oxy]propyl]-1-piperazinyl]-piperidine-1-acetate (0.316 mmol) of are dissolved in 2.5 ml of tetrahydrofuran at ambient temperature. The solution is heated to 80° C. and combined with 98 μL isopropanolic hydrochloric acid (3.2 Mol/l, 0.316 mmol). The temperature is lowered by 5° C. every 30 minutes. The suspension formed is stirred for 12 h...